This data is from the Open Reaction Database (ORD), a public repository of structured organic reaction records. The task is: describe an organic reaction: reactants, conditions, products, and yield The reactants are COc1cc(C(=O)N2CCC(CCO)(c3ccccc3)C2)cc(OC)c1OC, CS(=O)(=O)Cl, CCN(C(C)C)C(C)C, ClCCl. The product is COc1cc(C(=O)N2CCC(CCOS(C)(=O)=O)(c3ccccc3)C2)cc(OC)c1OC. Reaction SMILES: [CH3:1][O:2][c:3]1[cH:4][c:5]([C:6](=[O:7])[N:8]2[CH2:9][C:10]([CH2:13][CH2:14][OH:15])([c:16]3[cH:17][cH:18][cH:19][cH:20][cH:21]3)[CH2:11][CH2:12]2)[cH:22][c:23]([O:27][CH3:28])[c:24]1[O:25][CH3:26].[CH3:38][S:39]([Cl:40])(=[O:41])=[O:42].[CH:29]([N:30]([CH:31]([CH3:32])[CH3:33])[CH2:34][CH3:35])([CH3:36])[CH3:37].[Cl:43][CH2:44][Cl:45]>>[CH3:1][O:2][c:3]1[cH:4][c:5]([C:6](=[O:7])[N:8]2[CH2:9][C:10]([CH2:13][CH2:14][O:15][S:39]([CH3:38])(=[O:41])=[O:42])([c:16]3[cH:17][cH:18][cH:19][cH:20][cH:21]3)[CH2:11][CH2:12]2)[cH:22][c:23]([O:27][CH3:28])[c:24]1[O:25][CH3:26]. Starting materials: O=C([O-])O, ClC(Cl)Cl, COC(=O)c1c(NCc2ccc(OC)c(Cl)c2)nc(SC)nc1N1CCC(O)CC1, O=C(OO)c1cccc(Cl)c1, [Na+]. The product is COC(=O)c1c(NCc2ccc(OC)c(Cl)c2)nc(S(C)=O)nc1N1CCC(O)CC1. As a reaction SMILES: [C:46](=[O:47])([O-:48])[OH:49].[CH:42]([Cl:43])([Cl:44])[Cl:45].[Cl:1][c:2]1[cH:3][c:4]([CH2:5][NH:6][c:7]2[n:8][c:9]([S:24][CH3:25])[n:10][c:11]([N:17]3[CH2:18][CH2:19][CH:20]([OH:23])[CH2:21][CH2:22]3)[c:12]2[C:13](=[O:14])[O:15][CH3:16])[cH:26][cH:27][c:28]1[O:29][CH3:30].[Cl:31][c:32]1[cH:33][cH:34][cH:35][c:36]([C:37]([O:38][OH:40])=[O:39])[cH:41]1.[Na+:50]>>[Cl:1][c:2]1[cH:3][c:4]([CH2:5][NH:6][c:7]2[n:8][c:9]([S:24]([CH3:25])=[O:39])[n:10][c:11]([N:17]3[CH2:18][CH2:19][CH:20]([OH:23])[CH2:21][CH2:22]3)[c:12]2[C:13](=[O:14])[O:15][CH3:16])[cH:26][cH:27][c:28]1[O:29][CH3:30]. The reactants are CC(=O)[O-], ClCCl, O=[Cr](=O)([O-])O[Cr](=O)(=O)[O-], CCN(CC)C(=O)C=C(C)c1ccc(OCc2c(F)cccc2F)c(OCCCO)c1, [Na+], c1cc[nH+]cc1, c1cc[nH+]cc1. Yields the product CCN(CC)C(=O)C=C(C)c1ccc(OCc2c(F)cccc2F)c(OCCC=O)c1. RXN SMILES: [CH3:33][C:34](=[O:35])[O-:36].[Cl:58][CH2:59][Cl:60].[Cr:37]([O:38][Cr:39]([O-:40])(=[O:41])=[O:42])([O-:43])(=[O:44])=[O:45].[F:1][c:2]1[c:3]([CH2:4][O:5][c:6]2[c:7]([O:22][CH2:23][CH2:24][CH2:25][OH:26])[cH:8][c:9]([C:12](=[CH:13][C:14](=[O:15])[N:16]([CH2:17][CH3:18])[CH2:19][CH3:20])[CH3:21])[cH:10][cH:11]2)[c:27]([F:31])[cH:28][cH:29][cH:30]1.[Na+:32].[nH+:46]1[cH:47][cH:48][cH:49][cH:50][cH:51]1.[nH+:52]1[cH:53][cH:54][cH:55][cH:56][cH:57]1>>[F:1][c:2]1[c:3]([CH2:4][O:5][c:6]2[c:7]([O:22][CH2:23][CH2:24][CH:25]=[O:26])[cH:8][c:9]([C:12](=[CH:13][C:14](=[O:15])[N:16]([CH2:17][CH3:18])[CH2:19][CH3:20])[CH3:21])[cH:10][cH:11]2)[c:27]([F:31])[cH:28][cH:29][cH:30]1. Starting materials: COC(CC1=CC(=C(C=C1)C=1SC(=CC1)C=1N(N=C(C1)C(F)(F)F)C1=C(C=CC=C1)Cl)C)=O ((4-{5-[2-(2-Chloro-phenyl)-5-trifluoromethyl-2H-pyrazol-3-yl]-thiophen-2-yl}-3-methylphenyl)-acetic acid methyl ester), O.[OH-].[Li+] (Lithium hydroxide monohydrate), Cl (HCl). The solvent is mixture, C1CCOC1 (THF), O (water). Run at time 2 hour. Product: ClC1=C(C=CC=C1)N1N=C(C=C1C1=CC=C(S1)C1=C(C=C(C=C1)CC(=O)O)C)C(F)(F)F ((4-{5-[2-(2-Chloro-phenyl)-5-trifluoromethyl-2H-pyrazol-3-yl]-thiophen-2-yl}-3-methylphenyl)-acetic acid). Yield: 55.7%. RXN SMILES: C[O:2][C:3](=[O:33])[CH2:4][C:5]1[CH:10]=[CH:9][C:8]([C:11]2[S:12][C:13]([C:16]3[N:17]([C:25]4[CH:30]=[CH:29][CH:28]=[CH:27][C:26]=4[Cl:31])[N:18]=[C:19]([C:21]([F:24])([F:23])[F:22])[CH:20]=3)=[CH:14][CH:15]=2)=[C:7]([CH3:32])[CH:6]=1.O.[OH-].[Li+].Cl>C1COCC1.O>[Cl:31][C:26]1[CH:27]=[CH:28][CH:29]=[CH:30][C:25]=1[N:17]1[C:16]([C:13]2[S:12][C:11]([C:8]3[CH:9]=[CH:10][C:5]([CH2:4][C:3]([OH:33])=[O:2])=[CH:6][C:7]=3[CH3:32])=[CH:15][CH:14]=2)=[CH:20][C:19]([C:21]([F:24])([F:22])[F:23])=[N:18]1 |f:1.2.3|. Procedure: (4-{5-[2-(2-Chloro-phenyl)-5-trifluoromethyl-2H-pyrazol-3-yl]-thiophen-2-yl}-3-methylphenyl)-acetic acid methyl ester (122 mg, 025 mmol) was dissolved in 6 mL mixture of THF and water (3:1, V/V). Lithium hydroxide monohydrate (23 mg, 0.55 mmol) was then added. After stirring at room temperature for 2 hrs, the mixture was neutralized to pH 7 by 1N HCl, and then extracted with ethyl acetate. The combined organic layers were washed with brine, dried over Na2SO4, and concentrated in vacuo. The crude... The reactants are FC1=C2CCCC(C2=CC(=C1)F)=O (5, 7-difluoro-1-tetralone), C(C=C)[Mg]Br (allylmagnesium bromide). Solvent: O1CCCC1 (tetrahydrofuran), CCOCC (ether). Yields the product FC1=C2CCC=C(C2=CC(=C1)F)CC=C (5,7-difluoro-1-(1-propen-3-yl)-3,4-dihydronaphthalene). As a reaction SMILES: [F:1][C:2]1[CH:11]=[C:10]([F:12])[CH:9]=[C:8]2[C:3]=1[CH2:4][CH2:5][CH2:6][C:7]2=O.[CH2:14]([Mg]Br)[CH:15]=[CH2:16]>O1CCCC1.CCOCC>[F:1][C:2]1[CH:11]=[C:10]([F:12])[CH:9]=[C:8]2[C:3]=1[CH2:4][CH2:5][CH:6]=[C:7]2[CH2:16][CH:15]=[CH2:14]. Procedure: A solution of 5, 7-difluoro-1-tetralone [110931-79-8] (prepared in accordance with DE-A 3702039) in tetrahydrofuran is added to an equimolar amount of an allylmagnesium bromide solution in ether at 0° C. The reaction mixture is subjected to conventional aqueous acidic workup (Mohammadi et al., J. Lab. Cpd. Radiopharm. XXIV, 317 (1987)) and distillation. The 5,7-difluoro-1-(1-propen-3-yl)-3,4-dihydronaphthalene obtained is reacted with an equimolar amount of thexyl-borane in terahydrofuran to giv... The reactants are BrCCCCBr (1,4-dibromobutane), CN1CCCN(C1=O)C (DMPU), CC=1NC2=CC=CC=C2C1 (2-methylindole), [H-].[Na+] (sodium hydride). The reagents and catalysts are [I-].C(CCC)[N+](CCCC)(CCCC)CCCC (tetrabutylammonium iodide). Reaction conditions: time 2 hour. Product: BrCCCCN1C=C(C2=CC=CC=C12)C (1-(4-Bromobutyl)-3-methyl-1H-indole), SiO2. RXN SMILES: C[C:2]1[NH:3][C:4]2[C:9]([CH:10]=1)=[CH:8][CH:7]=[CH:6][CH:5]=2.[H-].[Na+].[Br:13][CH2:14][CH2:15][CH2:16][CH2:17]Br.[CH3:19]N1C(=O)N(C)CCC1>[I-].C([N+](CCCC)(CCCC)CCCC)CCC>[Br:13][CH2:14][CH2:15][CH2:16][CH2:17][N:3]1[C:4]2[C:9](=[CH:8][CH:7]=[CH:6][CH:5]=2)[C:10]([CH3:19])=[CH:2]1 |f:1.2,5.6|. Procedure: The solution of 5.0 g of 2-methylindole in 70 ml of DMPU is admixed with stirring at 0° C. with 3.30 g of sodium hydride dispersion (60%) and stirred at room temperature over 2 hours. Subsequently, 20 ml of 1,4-dibromobutane and 1.40 g of tetrabutylammonium iodide are added (exothermic reaction). The mixture is stirred at room temperature over 20 hours. The reaction mixture is poured onto water (200 ml) and extracted with tert-butyl methyl ether (2×200 ml). The organic phases are washed successi... Starting materials: C(=O)=O (carbon dioxide), FC(C(O)OC)(F)F (2,2,2-trifluoro-1-methoxy-ethanol), Cl.OC=1C(C=C(NC1)C)=O (5-Hydroxy-2-methyl-1H-pyridin-4-one hydrochloride), C([O-])([O-])=O.[K+].[K+] (potassium carbonate). Solvent: C(C)(=O)O (acetic acid), O (water). Conditions: temperature 100 celsius. The product is OC1=C(NC(=CC1=O)C)C(C(F)(F)F)O (3-hydroxy-6-methyl-2-(2,2,2-trifluoro-1-hydroxy-ethyl)-1H-pyridin-4-one), solid. Isolated yield 76.0%. RXN SMILES: Cl.[OH:2][C:3]1[C:4](=[O:10])[CH:5]=[C:6]([CH3:9])[NH:7][CH:8]=1.C(=O)([O-])[O-].[K+].[K+].C(=O)=O.[F:20][C:21]([F:27])([F:26])[CH:22](OC)[OH:23]>O.C(O)(=O)C>[OH:2][C:3]1[C:4](=[O:10])[CH:5]=[C:6]([CH3:9])[NH:7][C:8]=1[CH:22]([OH:23])[C:21]([F:27])([F:26])[F:20] |f:0.1,2.3.4|. Procedure details: 5-Hydroxy-2-methyl-1H-pyridin-4-one hydrochloride (1.00 g, 6.19 mmol) and potassium carbonate (1.02 g, 7.42 mmol) was mixed together in water (10 mL) at room temperature, and stirred until evolution of carbon dioxide ceased. Then, 2,2,2-trifluoro-1-methoxy-ethanol (1.60 g, 12.4 mmol) was added. The reaction mixture was heated in a sealed flask at 100° C. for 20 h. The mixture was cooled down to RT and neutralized with acetic acid to pH at between 5 to 6. The precipitate was collected by suction ... The reactants are C(C1=CC=CC=C1)ON=C1C[C@H](N(C1)C(=O)OC(C)(C)C)C(=O)O ((2S,4EZ)-4-[(benzyloxy)imino]-1-(tert-butoxycarbonyl)-2-pyrrolidinecarboxylic acid), O(C1=CC=CC=C1)CC(=O)Cl (phenoxyacetyl chloride), C(C)N1C2=CC=CC=C2C=2C=C(C=CC12)N (9-ethyl-9H-carbazol-3-amine). The product is C(C1=CC=CC=C1)ON=C1C[C@H](N(C1)C(COC1=CC=CC=C1)=O)C(=O)NC=1C=CC=2N(C3=CC=CC=C3C2C1)CC ((2S,4EZ)-4-[(benzyloxy)imino]-N-(9-ethyl-9H-carbazol-3-yl)-1-(phenoxyacetyl)-2-pyrrolidinecarboxamide). RXN SMILES: [CH2:1]([O:8][N:9]=[C:10]1[CH2:14][N:13]([C:15]([O:17]C(C)(C)C)=O)[C@H:12]([C:22]([OH:24])=O)[CH2:11]1)[C:2]1[CH:7]=[CH:6][CH:5]=[CH:4][CH:3]=1.[O:25]([CH2:32]C(Cl)=O)[C:26]1[CH:31]=[CH:30][CH:29]=[CH:28][CH:27]=1.[CH2:36]([N:38]1[C:50]2[CH:49]=[CH:48][C:47]([NH2:51])=[CH:46][C:45]=2[C:44]2[C:39]1=[CH:40][CH:41]=[CH:42][CH:43]=2)[CH3:37]>>[CH2:1]([O:8][N:9]=[C:10]1[CH2:14][N:13]([C:15](=[O:17])[CH2:32][O:25][C:26]2[CH:27]=[CH:28][CH:29]=[CH:30][CH:31]=2)[C@H:12]([C:22]([NH:51][C:47]2[CH:48]=[CH:49][C:50]3[N:38]([CH2:36][CH3:37])[C:39]4[C:44]([C:45]=3[CH:46]=2)=[CH:43][CH:42]=[CH:41][CH:40]=4)=[O:24])[CH2:11]1)[C:2]1[CH:3]=[CH:4][CH:5]=[CH:6][CH:7]=1. Reported procedure: Following the general method as outlined in Example 22, starting from (2S,4EZ)-4-[(benzyloxy)imino]-1-(tert-butoxycarbonyl)-2-pyrrolidinecarboxylic acid, phenoxyacetyl chloride, and 9-ethyl-9H-carbazol-3-amine the title compound was obtained in 65% purity by LC/MS. MS(ESI+): m/z=561.4. The reactants are ClC1=C(C(=O)NCC=O)C=C(C=C1Cl)Cl (2,3,5-trichloro-N-(2-oxo-ethyl)-benzamide), Cl.NO (hydroxylamine hydrochloride), C(C)(=O)[O-].[Na+] (sodium acetate). Solvent: CO (MeOH). Conditions: time 18 hour. The product is ClC1=C(C(=O)NCCN(O)C=O)C=C(C=C1Cl)Cl (2,3,5-Trichloro-N-[2-(N-formyl-N-hydroxy-amino)-ethyl]-benzamide). Isolated yield 149.8%. Reaction SMILES: [Cl:1][C:2]1[C:13]([Cl:14])=[CH:12][C:11]([Cl:15])=[CH:10][C:3]=1[C:4]([NH:6][CH2:7][CH:8]=O)=[O:5].Cl.[NH2:17][OH:18].[C:19]([O-:22])(=O)C.[Na+]>CO>[Cl:1][C:2]1[C:13]([Cl:14])=[CH:12][C:11]([Cl:15])=[CH:10][C:3]=1[C:4]([NH:6][CH2:7][CH2:8][N:17]([CH:19]=[O:22])[OH:18])=[O:5] |f:1.2,3.4|. Procedure: To a solution of 2,3,5-trichloro-N-(2-oxo-ethyl)-benzamide (0.80 g, 3.0 mmol) in MeOH (100 mL) was added hydroxylamine hydrochloride (0.41 g, 6 mmol) and sodium acetate (0.49 g, 6 mmol). The mixture was stirred 18 h and the MeOH was removed in vacuo. The residue was dried in vacuo for 18 h and was used without further purification to yield the title compound (1.4 g) as a white solid. ESMS: M+H=281.